This data is from the Open Reaction Database (ORD), a public repository of structured organic reaction records. The task is: describe an organic reaction: reactants, conditions, products, and yield The reactants are C1(=CC=CC=C1)O (phenol), ClP1(=NP(=NP(=N1)(OC1=C(C=CC=C1)N)Cl)(OC1=C(C=CC=C1)N)Cl)OC1=C(C=CC=C1)N (trichloro-tris(aminophenoxy)cyclotriphosphazene), phosphazene, [H-].[Na+] (sodium hydride), ClP1(=NP(=NP(=N1)(Cl)Cl)(Cl)Cl)Cl (hexachlorocyclotriphosphazene). RXN SMILES: Cl[P:2]1([O:26][C:27]2[CH:32]=[CH:31][CH:30]=[CH:29][C:28]=2[NH2:33])[N:7]=[P:6](Cl)([O:8][C:9]2[CH:14]=[CH:13][CH:12]=[CH:11][C:10]=2[NH2:15])[N:5]=[P:4](Cl)([O:17][C:18]2[CH:23]=[CH:22][CH:21]=[CH:20][C:19]=2[NH2:24])[N:3]=1.ClP1(Cl)N=P(Cl)(Cl)N=P(Cl)(Cl)N=1.[C:46]1([OH:52])[CH:51]=[CH:50][CH:49]=[CH:48][CH:47]=1.[H-].[Na+]>C1COCC1>[O:52]([P:2]1([O:26][C:27]2[CH:32]=[CH:31][CH:30]=[CH:29][C:28]=2[NH2:33])[N:7]=[P:6]([O:8][C:9]2[CH:10]=[CH:11][CH:12]=[CH:13][CH:14]=2)([O:8][C:9]2[CH:14]=[CH:13][CH:12]=[CH:11][C:10]=2[NH2:15])[N:5]=[P:4]([O:17][C:18]2[CH:19]=[CH:20][CH:21]=[CH:22][CH:23]=2)([O:17][C:18]2[CH:23]=[CH:22][CH:21]=[CH:20][C:19]=2[NH2:24])[N:3]=1)[C:46]1[CH:51]=[CH:50][CH:49]=[CH:48][CH:47]=1 |f:3.4|. Run in C1CCOC1 (THF). The product is O(C1=CC=CC=C1)P1(=NP(=NP(=N1)(OC1=C(C=CC=C1)N)OC1=CC=CC=C1)(OC1=C(C=CC=C1)N)OC1=CC=CC=C1)OC1=C(C=CC=C1)N (Triphenoxy-tris(aminophenoxy)cyclotriphosphazene). Procedure: The procedure of Example 6 was used, with a sample of trichloro-tris(aminophenoxy)cyclotriphosphazene, prepared as in Example 4, as the starting phosphazene reagent. The reagent amounts were: hexachlorocyclotriphosphazene, 0.05 mole; phenol, 0.21 mole; sodium hydride, 0.22 mole. The product was isolated as an amber oil, which contained traces of THF. The reactants are solid, BrC1=CC(=C(C=2C=C3N(C12)CCNC3=O)F)F (6-bromo-8,9-difluoro-3,4-dihydro-2H-pyrazino[1,2-a]indol-1-one), BrC1=CC(=C(C=2C=C3N(C12)CCNC3=O)F)F (6-bromo-8,9-difluoro-3,4-dihydro-2H-pyrazino[1,2-a]indol-1-one), COC1=CC=C(C=C1)B(O)O (4-methoxy-phenylboronic acid). Product: FC1=C(C=2C=C3N(C2C(=C1)C1=CC=C(C=C1)OC)CCNC3=O)F (8,9-Difluoro-6-(4-methoxy-phenyl)-3,4-dihydro-2H-pyrazino[1,2-a]indol-1-one). RXN SMILES: Br[C:2]1[C:10]2[N:9]3[CH2:11][CH2:12][NH:13][C:14](=[O:15])[C:8]3=[CH:7][C:6]=2[C:5]([F:16])=[C:4]([F:17])[CH:3]=1.[CH3:18][O:19][C:20]1[CH:25]=[CH:24][C:23](B(O)O)=[CH:22][CH:21]=1>>[F:17][C:4]1[CH:3]=[C:2]([C:23]2[CH:24]=[CH:25][C:20]([O:19][CH3:18])=[CH:21][CH:22]=2)[C:10]2[N:9]3[CH2:11][CH2:12][NH:13][C:14](=[O:15])[C:8]3=[CH:7][C:6]=2[C:5]=1[F:16]. Procedure details: The title compound, off-white solid (77 mg, 94%), MS (ISP) m/z=329.2 [(M+H)+], mp 227.5° C., was prepared in accordance with the general method of example 1 from 6-bromo-8,9-difluoro-3,4-dihydro-2H-pyrazino[1,2-a]indol-1-one (intermediate 4) (75.3 mg, 0.25 mmol) and commercially available 4-methoxy-phenylboronic acid (49.4 mg, 0.325 mmol). Starting materials: C1=CC=C(C=C1)COC2=CC3=C(C=C2)NC=C3CCO (5-benzyloxytryptophol), CC(=O)C (acetone), C1(=CC=C(C=C1)S(=O)(=O)O)C (p-toluene sulfonic acid). Run in C1=CC=CC=C1 (benzene). The product is CC1(OCCC2=C1NC1=CC=C(C=C21)OCC2=CC=CC=C2)C (1,3,4,9-Tetrahydro-1,1-dimethyl-6-(phenylmethoxy)pyrano[3,4-b]indole). Reaction SMILES: [CH:1]1[CH:6]=[CH:5][C:4]([CH2:7][O:8][C:9]2[CH:14]=[CH:13][C:12]3[NH:15][CH:16]=[C:17]([CH2:18][CH2:19][OH:20])[C:11]=3[CH:10]=2)=[CH:3][CH:2]=1.[CH3:21][C:22]([CH3:24])=O.C1(C)C=CC(S(O)(=O)=O)=CC=1>C1C=CC=CC=1>[CH3:21][C:22]1([CH3:24])[C:16]2[NH:15][C:12]3[C:11]([C:17]=2[CH2:18][CH2:19][O:20]1)=[CH:10][C:9]([O:8][CH2:7][C:4]1[CH:3]=[CH:2][CH:1]=[CH:6][CH:5]=1)=[CH:14][CH:13]=3. Procedure: A mixture consisting of 5-benzyloxytryptophol (3.2 g, 0.012 mol), acetone (7 mL), benzene (300 mL) and p-toluene sulfonic acid (500 mg) is refluxed for 3.5 hours using a Dean-Stark trap to remove the water. The reaction mixture is cooled to room temperature and washed with 5% sodium bicarbonate (1×200 mL), water (200 mL) and brine (200 mL). It is dried (MgSO4), filtered and concentrated to give 5.0 g product as thick oil. The crude product is flash chromatographed with 15% ethyl acetate/hexane a... Reactants: C(CCC)C1=CC2=C(N=C3N(C2=O)C=C(C=C3)C(=O)N)S1 (2-butyl-4-oxo-4H-pyrido[1,2-a]thieno[2,3-d]pyrimidine-7-carboxamide), P(=O)(Cl)(Cl)Cl (phosphorus oxychloride). The solvent is C(Cl)(Cl)Cl (chloroform). Yields the product C(CCC)C1=CC2=C(N=C3N(C2=O)C=C(C=C3)C#N)S1 (2-butyl-4-oxo-4H-pyrido[1,2-a]thieno[2,3-d]pyrimidine-7-carbonitrile). The yield is 55.7%. Reaction SMILES: [CH2:1]([C:5]1[S:21][C:8]2[N:9]=[C:10]3[CH:17]=[CH:16][C:15]([C:18]([NH2:20])=O)=[CH:14][N:11]3[C:12](=[O:13])[C:7]=2[CH:6]=1)[CH2:2][CH2:3][CH3:4].P(Cl)(Cl)(Cl)=O>C(Cl)(Cl)Cl>[CH2:1]([C:5]1[S:21][C:8]2[N:9]=[C:10]3[CH:17]=[CH:16][C:15]([C:18]#[N:20])=[CH:14][N:11]3[C:12](=[O:13])[C:7]=2[CH:6]=1)[CH2:2][CH2:3][CH3:4]. Procedure details: From 4.0 g (0.0133 mol) of 2-butyl-4-oxo-4H-pyrido[1,2-a]thieno[2,3-d]pyrimidine-7-carboxamide (Example 24), 100 ml of phosphorus oxychloride and 100 ml of chloroform and refluxing on a steam bath for four hours, following the procedure of Example 27, there is obtained 2.1 g of 2-butyl-4-oxo-4H-pyrido[1,2-a]thieno[2,3-d]pyrimidine-7-carbonitrile; mp 216°-217° C. after recrystallization from pyridine. Reactants: CC(C)(C)OC(=O)C=Cc1ccc(C(=C2CCCCCCC2)c2ccc(O)cc2)cc1, ClCCl, O=C(O)C(F)(F)F. The product is O=C(O)C=Cc1ccc(C(=C2CCCCCCC2)c2ccc(O)cc2)cc1. As a reaction SMILES: [C:1]1(=[C:9]([c:10]2[cH:11][cH:12][c:13]([CH:16]=[CH:17][C:18](=[O:19])[O:20][C:21]([CH3:22])([CH3:23])[CH3:24])[cH:14][cH:15]2)[c:25]2[cH:26][cH:27][c:28]([OH:31])[cH:29][cH:30]2)[CH2:2][CH2:3][CH2:4][CH2:5][CH2:6][CH2:7][CH2:8]1.[CH2:32]([Cl:33])[Cl:34].[OH:35][C:36]([C:37]([F:38])([F:39])[F:40])=[O:41]>>[C:1]1(=[C:9]([c:10]2[cH:11][cH:12][c:13]([CH:16]=[CH:17][C:18](=[O:19])[OH:20])[cH:14][cH:15]2)[c:25]2[cH:26][cH:27][c:28]([OH:31])[cH:29][cH:30]2)[CH2:2][CH2:3][CH2:4][CH2:5][CH2:6][CH2:7][CH2:8]1. Reactants: [C-]#N, Cc1ccc(S(=O)(=O)OC(C)CCc2ccc(-c3ccnc(NC4CC(C)(C)NC(C)(C)C4)n3)cc2)cc1, [Na+], CN(C)C=O. The product is CC(C#N)CCc1ccc(-c2ccnc(NC3CC(C)(C)NC(C)(C)C3)n2)cc1. Reaction SMILES: [C-:39]#[N:40].[CH3:1][CH:2]([CH2:3][CH2:4][c:5]1[cH:6][cH:7][c:8](-[c:11]2[n:12][c:13]([NH:17][CH:18]3[CH2:19][C:20]([CH3:26])([CH3:27])[NH:21][C:22]([CH3:24])([CH3:25])[CH2:23]3)[n:14][cH:15][cH:16]2)[cH:9][cH:10]1)[O:28][S:29]([c:30]1[cH:31][cH:32][c:33]([CH3:34])[cH:35][cH:36]1)(=[O:37])=[O:38].[Na+:41].[O:42]=[CH:43][N:44]([CH3:45])[CH3:46]>>[CH3:1][CH:2]([CH2:3][CH2:4][c:5]1[cH:6][cH:7][c:8](-[c:11]2[n:12][c:13]([NH:17][CH:18]3[CH2:19][C:20]([CH3:26])([CH3:27])[NH:21][C:22]([CH3:24])([CH3:25])[CH2:23]3)[n:14][cH:15][cH:16]2)[cH:9][cH:10]1)[C:39]#[N:40].